describe an organic reaction: reactants, conditions, products, and yield From a dataset of the Open Reaction Database (ORD), a public repository of structured organic reaction records. Starting materials: Cc1cc(C2CC2)cnc1N1CCN(C(=O)c2ccc(N3C(=O)OCC3CO)cc2C#N)CC1, CI. Product: COCC1COC(=O)N1c1ccc(C(=O)N2CCN(c3ncc(C4CC4)cc3C)CC2)c(C#N)c1. As a reaction SMILES: [C:1](#[N:2])[c:3]1[cH:4][c:5]([N:27]2[C:28](=[O:34])[O:29][CH2:30][CH:31]2[CH2:32][OH:33])[cH:6][cH:7][c:8]1[C:9](=[O:10])[N:11]1[CH2:12][CH2:13][N:14]([c:17]2[n:18][cH:19][c:20]([CH:24]3[CH2:25][CH2:26]3)[cH:21][c:22]2[CH3:23])[CH2:15][CH2:16]1.[CH3:35][I:36]>>[C:1](#[N:2])[c:3]1[cH:4][c:5]([N:27]2[C:28](=[O:34])[O:29][CH2:30][CH:31]2[CH2:32][O:33][CH3:35])[cH:6][cH:7][c:8]1[C:9](=[O:10])[N:11]1[CH2:12][CH2:13][N:14]([c:17]2[n:18][cH:19][c:20]([CH:24]3[CH2:25][CH2:26]3)[cH:21][c:22]2[CH3:23])[CH2:15][CH2:16]1. The reactants are CC1=C(C(=CC=C1)N)N (3-methyl-benzene-1,2-diamine), BrC=1C(=CC(=NC1)OCCCCC1CCN(CC1)C)C=O (5-Bromo-2-[4-(1-methyl-piperidin-4-yl)-butoxy]-Pyridine-4-carbaldehyde), CN(C)C=O (DMF), [Li+].CC(C)[N-]C(C)C (LDA), CCCCCCC.C1CCOC1 (heptane THF), BrC=1C=CC(=NC1)OCCCCC1CCN(CC1)C (5-bromo-2-[4-(1-methyl-piperidin-4-yl)-butoxy]-pyridine), BrC=1C(=CC(=NC1)OCCCCC1CCN(CC1)C)C=O (5-bromo-2-[4-(1-methyl-piperidin-4-yl)-butoxy]-pyridine-4-carbaldehyde), Na2S2O5, C(=O)(O)[O-].[Na+] (NaHCO3). Run in C1CCOC1 (THF), C1CCOC1 (THF). Reaction conditions: temperature -78 celsius, time 30 minute. Yields the product BrC=1C(=CC(=NC1)OCCCCC1CCN(CC1)C)C1=NC2=C(N1)C=CC=C2C (2-{5-Bromo-2-[4-(1-methyl-piperidin-4-yl)-butoxy]-pyridin-4-yl}-4-methyl-1H-benzoimidazole). The yield is 20.0%. As a reaction SMILES: [Br:1][C:2]1[C:3]([CH:20]=O)=[CH:4][C:5]([O:8][CH2:9][CH2:10][CH2:11][CH2:12][CH:13]2[CH2:18][CH2:17][N:16]([CH3:19])[CH2:15][CH2:14]2)=[N:6][CH:7]=1.[Li+].CC([N-:26][CH:27]([CH3:29])[CH3:28])C.[CH3:30][CH2:31][CH2:32][CH2:33]CCC.C1COCC1.BrC1C=CC(OCCCCC2CCN(C)CC2)=[N:47]C=1.CN(C=O)C.C([O-])(O)=O.[Na+].CC1C=CC=C(N)C=1N>C1COCC1>[Br:1][C:2]1[C:3]([C:20]2[NH:26][C:27]3[CH:28]=[CH:30][CH:31]=[C:32]([CH3:33])[C:29]=3[N:47]=2)=[CH:4][C:5]([O:8][CH2:9][CH2:10][CH2:11][CH2:12][CH:13]2[CH2:18][CH2:17][N:16]([CH3:19])[CH2:15][CH2:14]2)=[N:6][CH:7]=1 |f:1.2,3.4,7.8|. Procedure: 5-Bromo-2-[4-(1-methyl-piperidin-4-yl)-butoxy]-Pyridine. To a stirred solution of 4-(1-methyl-piperidin-4-yl)-butan-1-ol (3.98 g, 623 mmol, 1.1 equiv) in DMF (100 mL), under an atmosphere of nitrogen, was added 60% sodium hydride (1.26 mg, 6.81 mmol, 1.5 equiv) portion wise. Once the initial effervescence had subsided, the mixture was heated at 60° C. for 1 h, then was cooled to rt. A solution of 2,5-dibromopyridine (5 mg, 21.1 mmol, 1.0 equiv) in DMF (50 mL) was then added and the mixture was s...